Dataset: the Open Reaction Database (ORD), a public repository of structured organic reaction records. Task: describe an organic reaction: reactants, conditions, products, and yield The reactants are [Br-], CC(=O)NC1CCC(=O)N2CCCC(C(=O)NC(CC(=O)OC(C)(C)C)C(O)COC(=O)c3c(Cl)cccc3Cl)N2C1=O, ClCCl, [K+]. Yields the product CC(=O)NC1CCC(=O)N2CCCC(C(=O)NC(CC(=O)OC(C)(C)C)C(=O)COC(=O)c3c(Cl)cccc3Cl)N2C1=O. As a reaction SMILES: [Br-:44].[C:1]([CH3:2])(=[O:3])[NH:4][CH:5]1[CH2:6][CH2:7][C:8](=[O:43])[N:9]2[N:10]([C:11]1=[O:12])[CH:13]([C:17](=[O:18])[NH:19][CH:20]([CH2:21][C:22](=[O:23])[O:24][C:25]([CH3:26])([CH3:27])[CH3:28])[CH:29]([CH2:30][O:31][C:32]([c:33]1[c:34]([Cl:40])[cH:35][cH:36][cH:37][c:38]1[Cl:39])=[O:41])[OH:42])[CH2:14][CH2:15][CH2:16]2.[Cl:46][CH2:47][Cl:48].[K+:45]>>[C:1]([CH3:2])(=[O:3])[NH:4][CH:5]1[CH2:6][CH2:7][C:8](=[O:43])[N:9]2[N:10]([C:11]1=[O:12])[CH:13]([C:17](=[O:18])[NH:19][CH:20]([CH2:21][C:22](=[O:23])[O:24][C:25]([CH3:26])([CH3:27])[CH3:28])[C:29]([CH2:30][O:31][C:32]([c:33]1[c:34]([Cl:40])[cH:35][cH:36][cH:37][c:38]1[Cl:39])=[O:41])=[O:42])[CH2:14][CH2:15][CH2:16]2.